Dataset: the Open Reaction Database (ORD), a public repository of structured organic reaction records. Task: describe an organic reaction: reactants, conditions, products, and yield The reactants are CCCC(C(=O)OC)c1c(C)nc2c(-c3ccc(C)cc3)c(C(C)(C)C)nn2c1-c1ccc(C)cc1, CO, [Na+], [OH-]. The product is CCCC(C(=O)O)c1c(C)nc2c(-c3ccc(C)cc3)c(C(C)(C)C)nn2c1-c1ccc(C)cc1. Reaction SMILES: [C:1]([CH3:2])([CH3:3])([CH3:4])[c:5]1[n:6][n:7]2[c:8]([n:9][c:10]([CH3:28])[c:11]([CH:20]([C:21](=[O:22])[O:23][CH3:24])[CH2:25][CH2:26][CH3:27])[c:12]2-[c:13]2[cH:14][cH:15][c:16]([CH3:19])[cH:17][cH:18]2)[c:29]1-[c:30]1[cH:31][cH:32][c:33]([CH3:36])[cH:34][cH:35]1.[CH3:39][OH:40].[Na+:38].[OH-:37]>>[C:1]([CH3:2])([CH3:3])([CH3:4])[c:5]1[n:6][n:7]2[c:8]([n:9][c:10]([CH3:28])[c:11]([CH:20]([C:21](=[O:22])[OH:23])[CH2:25][CH2:26][CH3:27])[c:12]2-[c:13]2[cH:14][cH:15][c:16]([CH3:19])[cH:17][cH:18]2)[c:29]1-[c:30]1[cH:31][cH:32][c:33]([CH3:36])[cH:34][cH:35]1. The reactants are BrCCOC(C(C)(C)C)=O (2,2-dimethylpropionic acid 2-bromoethyl ester), C(C)(C)(C)OC(N[C@@H]1CNCCC1)=O ((5)-piperidin-3-ylcarbamic acid tert-butyl ester), C([O-])([O-])=O.[K+].[K+] (potassium carbonate), [I-].[Na+] (sodium iodide). Solvent: CN(C)C=O (DMF). Conditions: time 3 day. The product is C(C)(C)(C)OC(=O)N[C@@H]1CN(CCC1)CCOC(C(C)(C)C)=O (2,2-Dimethylpropionic acid 2-((S)-3-tert-butoxycarbonylaminopiperidin-1-yl)ethyl ester). The yield is 98.3%. Reaction SMILES: Br[CH2:2][CH2:3][O:4][C:5](=[O:10])[C:6]([CH3:9])([CH3:8])[CH3:7].[C:11]([O:15][C:16](=[O:24])[NH:17][C@H:18]1[CH2:23][CH2:22][CH2:21][NH:20][CH2:19]1)([CH3:14])([CH3:13])[CH3:12].C(=O)([O-])[O-].[K+].[K+].[I-].[Na+]>CN(C=O)C>[C:11]([O:15][C:16]([NH:17][C@H:18]1[CH2:23][CH2:22][CH2:21][N:20]([CH2:2][CH2:3][O:4][C:5](=[O:10])[C:6]([CH3:9])([CH3:8])[CH3:7])[CH2:19]1)=[O:24])([CH3:14])([CH3:12])[CH3:13] |f:2.3.4,5.6|. Reported procedure: A mixture of 2,2-dimethylpropionic acid 2-bromoethyl ester (2.3 g, 11 mmol), (5)-piperidin-3-ylcarbamic acid tert-butyl ester (2 g, 10.0 mmol), potassium carbonate (4.15 g, 30 mmol) and sodium iodide (0.15 g, 1 mmol) in DMF (20 mL) was stirred at RT for 3 days. The reaction mixture was partitioned between water and EtOAc. The aqueous phase was extracted with EtOAc and the combined organic fractions were washed with water, followed by brine, then dried (Na2SO4) and concentrated in vacuo. The resu... RXN SMILES: [CH:1]1[C:10]2[C:5](=[CH:6][CH:7]=[CH:8][CH:9]=2)[CH:4]=[CH:3][C:2]=1[CH:11]1[CH2:16][CH2:15][NH:14][CH2:13][CH2:12]1.Cl.[Cl:18][CH2:19][CH2:20][CH2:21][N:22]1[CH2:30][C:29]2[C:24](=[CH:25][CH:26]=[CH:27][CH:28]=2)[CH2:23]1.Cl.CN(C)CCCCl>>[ClH:18].[CH:1]1[C:10]2[C:5](=[CH:6][CH:7]=[CH:8][CH:9]=2)[CH:4]=[CH:3][C:2]=1[CH:11]1[CH2:16][CH2:15][N:14]([CH2:19][CH2:20][CH2:21][N:22]2[CH2:23][C:24]3[C:29](=[CH:28][CH:27]=[CH:26][CH:25]=3)[CH2:30]2)[CH2:13][CH2:12]1 |f:1.2,3.4,5.6|. The yield is 48.7%. Product: Cl.C1=C(C=CC2=CC=CC=C12)C1CCN(CC1)CCCN1CC2=CC=CC=C2C1 (2-(3-(4-(2-Naphthyl)piperidyl)propyl)isoindoline Hydrochloride). Reported procedure: Using 4-(2-naphthyl)piperidine (149 mg, 0.60 mmol) and 2-(3-chloropropyl)isoindoline hydrochloride (209 mg, 0.90 mmol) instead of 4-(3-indolyl)piperidine and 3-dimethylaminopropyl chloride hydrochloride respectively, reaction, extraction, and concentration were carried out in the same procedure as Example 4. The resulting crude product was purified by column chromatography on a silica gel (silica gel NH-DM 1020 produced by Fuji Silysia Chemical Ltd., eluent; chloroform) to afford a free form (11... Reactants: C1=C(C=CC2=CC=CC=C12)C1CCNCC1 (4-(2-naphthyl)piperidine), Cl.ClCCCN1CC2=CC=CC=C2C1 (2-(3-chloropropyl)isoindoline hydrochloride), Cl.CN(CCCCl)C (3-dimethylaminopropyl chloride hydrochloride). Starting materials: BrC=1C=C2CCNC2=CC1 (5-bromoindoline), [H-].[Na+] (sodium hydride), FC1=C(C(=O)N)C=CC=C1 (o-fluorobenzamide). Run in CS(=O)C (DMSO). Reaction conditions: temperature 55 celsius, time 30 minute. The product is BrC=1C=C2CCN(C2=CC1)C1=C(C(=O)N)C=CC=C1 (2-(5-bromo-indolin-1-yl)benzamide). RXN SMILES: [Br:1][C:2]1[CH:3]=[C:4]2[C:8](=[CH:9][CH:10]=1)[NH:7][CH2:6][CH2:5]2.[H-].[Na+].F[C:14]1[CH:22]=[CH:21][CH:20]=[CH:19][C:15]=1[C:16]([NH2:18])=[O:17]>CS(C)=O>[Br:1][C:2]1[CH:3]=[C:4]2[C:8](=[CH:9][CH:10]=1)[N:7]([C:14]1[CH:22]=[CH:21][CH:20]=[CH:19][C:15]=1[C:16]([NH2:18])=[O:17])[CH2:6][CH2:5]2 |f:1.2|. Reported procedure: A slurry was prepared from 5-bromoindoline (9.85 g, 50 mmoles) dimethylsulfoxide (DMSO) (35 ml), sodium hydride (2.6 g, 50% in oil, washed with hexane, 1.1 eq). The slurry was stirred for 30 minutes. To this a solution of o-fluorobenzamide (7.9 g, 1.1 eq) in DMSO (15 ml) was added dropwise with temperature between 12°-13° C. At the end of addition the reaction mixture was stirred at ambient temperature for 4 hours, then heated up to 55° C. for 24 hours. The reaction mixture was partitioned betwe... Starting materials: NC=1C=CC(N(C1)C(COC1=CC=NC2=CC(=CC=C12)OC)(C)C)=O (5-amino-1-(1-(7-methoxyquinolin-4-yloxy)-2-methylpropan-2-yl)pyridin-2(1 H)-one), CCN(C(C)C)C(C)C (DIEA), C(C1=CC=CC=C1)(=O)Cl (benzoyl chloride). Solvent: C(Cl)Cl (CH2Cl2), CC(C)(C)O (tBuOH), C(Cl)Cl (CH2Cl2). Reaction conditions: temperature 23 celsius, time 24 hour. Yields the product COC1=CC=C2C(=CC=NC2=C1)OCC(C)(C)N1C=C(C=CC1=O)NC(C1=CC=CC=C1)=O (N-(1-(1-(7-Methoxyquinolin-4-yloxy)-2-methylpropan-2-yl)-6-oxo-1,6-dihydropyridin-3-yl)benzamide). RXN SMILES: [NH2:1][C:2]1[CH:3]=[CH:4][C:5](=[O:25])[N:6]([C:8]([CH3:24])([CH3:23])[CH2:9][O:10][C:11]2[C:20]3[C:15](=[CH:16][C:17]([O:21][CH3:22])=[CH:18][CH:19]=3)[N:14]=[CH:13][CH:12]=2)[CH:7]=1.CCN(C(C)C)C(C)C.[C:35](Cl)(=[O:42])[C:36]1[CH:41]=[CH:40][CH:39]=[CH:38][CH:37]=1>C(Cl)Cl.CC(O)(C)C>[CH3:22][O:21][C:17]1[CH:16]=[C:15]2[C:20]([C:11]([O:10][CH2:9][C:8]([N:6]3[C:5](=[O:25])[CH:4]=[CH:3][C:2]([NH:1][C:35](=[O:42])[C:36]4[CH:41]=[CH:40][CH:39]=[CH:38][CH:37]=4)=[CH:7]3)([CH3:23])[CH3:24])=[CH:12][CH:13]=[N:14]2)=[CH:19][CH:18]=1. Procedure: To a stirred solution of 5-amino-1-(1-(7-methoxyquinolin-4-yloxy)-2-methylpropan-2-yl)pyridin-2(1 H)-one (33 mg, 97 μmol) in CH2Cl2 (3 mL) and tBuOH (1 mL) at 0° C. under nitrogen was added DIEA (17 μl, 97 μmol) followed by a solution of benzoyl chloride (11 μl, 97 μmol) in CH2Cl2 (0.5 mL). The reaction mixture was stirred for 24 h at 23° C. and partitioned between CH2Cl2 (10 mL) and 5% NaHCO3 (5 mL). The organic was dried over MgSO4, concentrated onto dry silica, and purified on silica (12 g) e... Starting materials: ClC=1N=C(C2=C(N1)C=C(S2)CN2CCN(CC2)S(=O)(=O)C)N2CCOCC2 (2-Chloro-6-(4-methanesulfonyl-piperazin-1-ylmethyl)-4-morpholin-4-yl-thieno[3,2-d]pyrimidine), COC1=NC=C(C(=N1)OC)B1OC(C(O1)(C)C)(C)C (2,4-dimethoxy-5-(4,4,5,5-tetramethyl-[1,3,2]dioxaborolan-2-yl)-pyrimidine). Product: COC1=NC=C(C(=N1)OC)C=1N=C(C2=C(N1)C=C(S2)CN2CCN(CC2)S(=O)(=O)C)N2CCOCC2 (2-(2,4-dimethoxypyrimidin-5-yl)-4-morpholino-6-((4-N-methylsulfonylpiperazin-1-yl)methyl)thieno[3,2-d]pyrimidine). RXN SMILES: Cl[C:2]1[N:3]=[C:4]([N:22]2[CH2:27][CH2:26][O:25][CH2:24][CH2:23]2)[C:5]2[S:10][C:9]([CH2:11][N:12]3[CH2:17][CH2:16][N:15]([S:18]([CH3:21])(=[O:20])=[O:19])[CH2:14][CH2:13]3)=[CH:8][C:6]=2[N:7]=1.[CH3:28][O:29][C:30]1[N:35]=[C:34]([O:36][CH3:37])[C:33](B2OC(C)(C)C(C)(C)O2)=[CH:32][N:31]=1>>[CH3:28][O:29][C:30]1[N:35]=[C:34]([O:36][CH3:37])[C:33]([C:2]2[N:3]=[C:4]([N:22]3[CH2:27][CH2:26][O:25][CH2:24][CH2:23]3)[C:5]3[S:10][C:9]([CH2:11][N:12]4[CH2:17][CH2:16][N:15]([S:18]([CH3:21])(=[O:20])=[O:19])[CH2:14][CH2:13]4)=[CH:8][C:6]=3[N:7]=2)=[CH:32][N:31]=1. Procedure: 2-Chloro-6-(4-methanesulfonyl-piperazin-1-ylmethyl)-4-morpholin-4-yl-thieno[3,2-d]pyrimidine, prepared via General Procedure B-3, was reacted with 2,4-dimethoxy-5-(4,4,5,5-tetramethyl-[1,3,2]dioxaborolan-2-yl)-pyrimidine in General Procedure A. Purification on silica yielded 225. NMR (400 MHz CDCl3): 2.68 (4H, m, CH2), 2.81 (3H, s, CH3), 3.30 (4H, m, CH2), 3.85-3.88 (6H, m, CH2), 4.00-4.03 (4H, m, CH2), 4.06 (3H, s, CH3), 4.09 (3H, s, CH3), 7.33 (1H, s, ar), 8.93 (1H, s, ar). MH+=536.30 Procedure: 4.9 g of 4-(3-phenylpropyloxy)benzaldehyde were dissolved in 30 ml of ethanol, and 0.39 g of sodium borohydride were added to the resultant solution, then the solution was stirred for 1 hour at room temperature. After completed the reaction, the solvent used was distillated under reduced pressure, and the residue obtained was dissolved in a mixture of ethyl acetate and dilute hydrochloric acid. After washing the ethyl acetate layer with dilute hydrochloric acid, dilute alkaline aqueous solution ... Reaction conditions: time 1 hour. The solvent is C(C)(=O)OCC (ethyl acetate), Cl (hydrochloric acid), C(C)O (ethanol). Product: C1(=CC=CC=C1)CCCOC1=CC=C(CO)C=C1 (4-(3-phenylpropyloxy)benzyl alcohol). Starting materials: [BH4-].[Na+] (sodium borohydride), resultant solution, C1(=CC=CC=C1)CCCOC1=CC=C(C=O)C=C1 (4-(3-phenylpropyloxy)benzaldehyde). Isolated yield 83.0%. As a reaction SMILES: [C:1]1([CH2:7][CH2:8][CH2:9][O:10][C:11]2[CH:18]=[CH:17][C:14]([CH:15]=[O:16])=[CH:13][CH:12]=2)[CH:6]=[CH:5][CH:4]=[CH:3][CH:2]=1.[BH4-].[Na+]>C(O)C.C(OCC)(=O)C.Cl>[C:1]1([CH2:7][CH2:8][CH2:9][O:10][C:11]2[CH:12]=[CH:13][C:14]([CH2:15][OH:16])=[CH:17][CH:18]=2)[CH:2]=[CH:3][CH:4]=[CH:5][CH:6]=1 |f:1.2|. Reactants: CO, COC(=O)C(C)(C)C1CCC(O)CC1, Cl, [Li+], [OH-]. The product is CC(C)(C(=O)O)C1CCC(O)CC1. RXN SMILES: [CH3:18][OH:19].[CH3:1][O:2][C:3]([C:4]([CH3:5])([CH3:6])[CH:7]1[CH2:8][CH2:9][CH:10]([OH:13])[CH2:11][CH2:12]1)=[O:14].[ClH:17].[Li+:15].[OH-:16]>>[O:2]=[C:3]([C:4]([CH3:5])([CH3:6])[CH:7]1[CH2:8][CH2:9][CH:10]([OH:13])[CH2:11][CH2:12]1)[OH:14]. The reactants are ClCC=1N=C(SC1)C1=CC(=C(C(=C1)OC)OC)OC (4-Chloromethyl-2-(3,4,5-trimethoxyphenyl)thiazole), N1CCNCCC1 (homopiperazine). The product is COC=1C=C(C=C(C1OC)OC)C=1SC=C(N1)CN1CCN(CCC1)CC=1N=C(SC1)C1=CC(=C(C(=C1)OC)OC)OC (N,N′-bis[[2-(3,4,5-Trimethoxyphenyl)thiazol-4-yl]methyl]homopiperazine). As a reaction SMILES: Cl[CH2:2][C:3]1[N:4]=[C:5]([C:8]2[CH:13]=[C:12]([O:14][CH3:15])[C:11]([O:16][CH3:17])=[C:10]([O:18][CH3:19])[CH:9]=2)[S:6][CH:7]=1.[NH:20]1[CH2:26][CH2:25][CH2:24][NH:23][CH2:22][CH2:21]1>>[CH3:19][O:18][C:10]1[CH:9]=[C:8]([C:5]2[S:6][CH:7]=[C:3]([CH2:2][N:20]3[CH2:26][CH2:25][CH2:24][N:23]([CH2:2][C:3]4[N:4]=[C:5]([C:8]5[CH:9]=[C:10]([O:18][CH3:19])[C:11]([O:16][CH3:17])=[C:12]([O:14][CH3:15])[CH:13]=5)[S:6][CH:7]=4)[CH2:22][CH2:21]3)[N:4]=2)[CH:13]=[C:12]([O:14][CH3:15])[C:11]=1[O:16][CH3:17]. Reported procedure: 4-Chloromethyl-2-(3,4,5-trimethoxyphenyl)thiazole (198 mg) and homopiperazine (30 mg) were reacted in the same manner in Example 1 to obtain the title compound as a free base.